Dataset: the Open Reaction Database (ORD), a public repository of structured organic reaction records. Task: describe an organic reaction: reactants, conditions, products, and yield Conditions: temperature 125 celsius. As a reaction SMILES: [CH3:1][CH:2]([CH:8]([CH3:10])[CH3:9])[C:3](=[CH2:7])[CH:4]([OH:6])[CH3:5].[C:11](O)(=[O:15])/[CH:12]=[CH:13]/[CH3:14]>CC1C=CC(S(O)(=O)=O)=CC=1.C1(C)C=CC=CC=1>[CH3:5][CH:4]([O:6][C:11](=[O:15])[CH:12]=[CH:13][CH3:14])[C:3](=[CH2:7])[CH:2]([CH3:1])[CH:8]([CH3:10])[CH3:9]. Reagents/catalysts: CC=1C=CC(=CC1)S(=O)(=O)O (PTSA). Run in C1(=CC=CC=C1)C (toluene). Starting materials: CC(C(C(C)O)=C)C(C)C (4,5-dimethyl-3-methylene-hexan-2-ol), C(\C=C\C)(=O)O (crotonic acid), 2-L. The yield is 70.0%. Procedure details: The obtained 4,5-dimethyl-3-methylene-hexan-2-ol (280 g), crotonic acid (188 g,), PTSA (2.5 g), and toluene (250 mL) were charged into a 2-L reaction flask fitted with a mechanical stirrer, a thermocouple, a Dean-Stark trap, and a condenser. The reaction mixture was heated to reflux at about 120-130° C. Water was removed azeotropically. The reaction was aged at reflux for about 4-5 hours until no more water evolved. The reaction was cooled to room temperature and quenched with water (400 mL). Th... Yields the product CC(C(C(C(C)C)C)=C)OC(C=CC)=O (but-2-enoic acid 1,3,4-trimethyl-2-methylene-pentyl ester).